From a dataset of the Open Reaction Database (ORD), a public repository of structured organic reaction records. describe an organic reaction: reactants, conditions, products, and yield Reactants: OC=1C(=C(C=2N(N1)C=CN2)Cl)Cl (6-Hydroxy-7,8-dichloroimidazo[1,2-b]pyridazine), CCOC=1C=CC(=CC1)N (p-Phenetidine), O=P(Cl)(Cl)Cl (POCl3). Run in C(Cl)Cl (CH2Cl2). Run at temperature 120 celsius. The product is ClC=1C(=C(C=2N(N1)C=CN2)Cl)Cl (6,7,8-trichloroimidazo[1,2-b]pyridazine). Isolated yield 37.0%. Reaction SMILES: O[C:2]1[C:3]([Cl:12])=[C:4]([Cl:11])[C:5]2[N:6]([CH:8]=[CH:9][N:10]=2)[N:7]=1.CCOC1C=CC(N)=CC=1.O=P(Cl)(Cl)[Cl:25]>C(Cl)Cl>[Cl:25][C:2]1[C:3]([Cl:12])=[C:4]([Cl:11])[C:5]2[N:6]([CH:8]=[CH:9][N:10]=2)[N:7]=1. Procedure: 6-Hydroxy-7,8-dichloroimidazo[1,2-b]pyridazine (0.1 g, 0.5 mmol) from 1c was added to POCl3 (0.4 mL, 1.4 M) in a 1 dram vial. The mixture was heated to 120° C. for 2 days. Upon cooling CH2Cl2 was added and the mixture was poured onto ice water. The layers were separated and the aqueous layer was extracted with CH2Cl2 (15 mL). The organic layers were combined and washed with H2O (5 mL), followed by brine (5 mL). The solution was dried over Na2SO4 and concentrated in vacuo to give 6,7,8-trichloroi... Yields the product C#CCN1CCC23CCCOC2(C)C1Cc1ccc(O)cc13. As a reaction SMILES: [B:24]([Br:25])([Br:26])[Br:27].[CH2:1]([C:2]#[CH:3])[N:4]1[CH:5]2[C:6]3([CH3:23])[O:7][CH2:8][CH2:9][CH2:10][C:11]3([c:12]3[cH:13][c:14]([O:19][CH3:20])[cH:15][cH:16][c:17]3[CH2:18]2)[CH2:21][CH2:22]1.[CH2:30]([Cl:31])[Cl:32].[NH4+:28].[OH-:29]>>[CH2:1]([C:2]#[CH:3])[N:4]1[CH:5]2[C:6]3([CH3:23])[O:7][CH2:8][CH2:9][CH2:10][C:11]3([c:12]3[cH:13][c:14]([OH:19])[cH:15][cH:16][c:17]3[CH2:18]2)[CH2:21][CH2:22]1. Starting materials: BrB(Br)Br, C#CCN1CCC23CCCOC2(C)C1Cc1ccc(OC)cc13, ClCCl, [NH4+], [OH-].